From a dataset of the Open Reaction Database (ORD), a public repository of structured organic reaction records. describe an organic reaction: reactants, conditions, products, and yield Starting materials: ClCCCS(=O)(=O)NCC1(OCCC1)CSCCCCCCCCCCCCCCCC (2-(3-Chloropropylsulfonylaminomethyl)-2-hexadecylthiomethyltetrahydrofuran), C(CCCCCCCCCCCCCCC)SCC(CNS(=O)(=O)CCCI)OC (1-hexadecylthio-3-(3-iodopropylsulfonylamino)-2-methoxypropane). The product is C(CCCCCCCCCCCCCCC)SCC1(OCCC1)CS(=O)(=O)CCCI (2-hexadecylthiomethyl-2-(iodopropylsulfonylmethyl)tetrahydrofuran). Reaction SMILES: ClCCCS(N[CH2:9][C:10]1([CH2:15][S:16][CH2:17][CH2:18][CH2:19][CH2:20][CH2:21][CH2:22][CH2:23][CH2:24][CH2:25][CH2:26][CH2:27][CH2:28][CH2:29][CH2:30][CH2:31][CH3:32])[CH2:14][CH2:13][CH2:12][O:11]1)(=O)=O.C(SCC(OC)CN[S:54]([CH2:57][CH2:58][CH2:59][I:60])(=[O:56])=[O:55])CCCCCCCCCCCCCCC>>[CH2:17]([S:16][CH2:15][C:10]1([CH2:9][S:54]([CH2:57][CH2:58][CH2:59][I:60])(=[O:56])=[O:55])[CH2:14][CH2:13][CH2:12][O:11]1)[CH2:18][CH2:19][CH2:20][CH2:21][CH2:22][CH2:23][CH2:24][CH2:25][CH2:26][CH2:27][CH2:28][CH2:29][CH2:30][CH2:31][CH3:32]. Reported procedure: 2-(3-Chloropropylsulfonylaminomethyl)-2-hexadecylthiomethyltetrahydrofuran IIIb1 is allowed to react and worked by the same procedure as described in (5). m.p. 36° to 37° C. The summary of the experimental condition and the physical data of the prodcut are listed in the Table 8. The reactants are ice, S(O)(O)(=O)=O (sulfuric acid), cuprous chloride, Cl (hydrochloric acid), N(=O)[O-].[Na+] (sodium nitrite), NC1=C(C(=O)C2=C(C(=O)O)C=CC=C2)C=CC=C1 (2-(2-aminobenzoyl)benzoic acid), [Cl-].[Na+] (sodium chloride). Solvent: O (water), O (water). Product: ClC1=C(C(=O)C2=C(C(=O)O)C=CC=C2)C=CC=C1 (2-(2-chlorobenzoyl)benzoic acid). RXN SMILES: S(=O)(=O)(O)O.N([O-])=O.[Na+].N[C:11]1[CH:27]=[CH:26][CH:25]=[CH:24][C:12]=1[C:13]([C:15]1[CH:23]=[CH:22][CH:21]=[CH:20][C:16]=1[C:17]([OH:19])=[O:18])=[O:14].[Cl-:28].[Na+].Cl>O>[Cl:28][C:11]1[CH:27]=[CH:26][CH:25]=[CH:24][C:12]=1[C:13]([C:15]1[CH:23]=[CH:22][CH:21]=[CH:20][C:16]=1[C:17]([OH:19])=[O:18])=[O:14] |f:1.2,4.5|. Reported procedure: To 250 ml. of concentrated sulfuric acid was added, with stirring and slight cooling, 37.5 g. (0.545 mole) of sodium nitrite. To this was added 120.5 g. (0.50 mole) of 2-(2-aminobenzoyl)benzoic acid at such a rate that the temperature of the reaction mixture remained between 30°-40°. After the addition was complete the reaction mixture was stirred for one hour and then poured into one liter of ice and water and filtered. The filtrate was added rapidly to a stirred solution of 55 g. (0.555 mole) ... The reactants are C1(CCCCC1)SC1=CC(=CC=C1)Br (3-bromophenyl cyclohexyl sulfide), ClC1=CC(=CC=C1)C(=O)OO (meta-chloroperbenzoic acid), O (water). The solvent is C(Cl)Cl (DCM). Reaction conditions: time 1.5 hour. The product is C1(CCCCC1)S(=O)(=O)C1=CC(=CC=C1)Br (3-Bromophenyl cyclohexyl sulfone). As a reaction SMILES: [CH:1]1([S:7][C:8]2[CH:13]=[CH:12][CH:11]=[C:10]([Br:14])[CH:9]=2)[CH2:6][CH2:5][CH2:4][CH2:3][CH2:2]1.ClC1C=CC=C(C(OO)=[O:23])C=1.[OH2:26]>C(Cl)Cl>[CH:1]1([S:7]([C:8]2[CH:13]=[CH:12][CH:11]=[C:10]([Br:14])[CH:9]=2)(=[O:23])=[O:26])[CH2:6][CH2:5][CH2:4][CH2:3][CH2:2]1. Procedure: A stirred solution of 3-bromophenyl cyclohexyl sulfide (3.89 g) in DCM (200 ml) under nitrogen was treated with meta-chloroperbenzoic acid (57% pure, 8.69 g), and stirred at room temperature for 1.5 h. The reaction mixture was poured into water and washed with aqueous sodium sulphite until no peracid remained. The organic phase was washed with brine and dried (MgSO4). Filtration and removal of the solvent under reduced pressure gave the title compound (3.63 g). LCMS RT=3.33 min. As a reaction SMILES: [CH2:1]([CH3:2])[O:3][C:4](=[O:5])[c:6]1[nH:7][cH:8][c:9]2[c:10]1[NH:11][C:12]1=[C:17]([C:16](=[O:35])[CH2:15][N:14]([O:36][C:37]([CH3:38])([CH3:39])[CH3:40])[CH2:13]1)[CH:18]2[c:19]1[o:20][c:21]([S:24][c:25]2[n:26][c:27]3[c:28]([nH:29]2)[cH:30][cH:31][c:32]([OH:34])[cH:33]3)[cH:22][cH:23]1.[ClH:41].[O:42]1[CH2:43][CH2:44][O:45][CH2:46][CH2:47]1>>[CH2:1]([CH3:2])[O:3][C:4](=[O:5])[c:6]1[nH:7][cH:8][c:9]2[c:10]1[NH:11][C:12]1=[C:17]([C:16](=[O:35])[CH2:15][NH:14][CH2:13]1)[CH:18]2[c:19]1[o:20][c:21]([S:24][c:25]2[n:26][c:27]3[c:28]([nH:29]2)[cH:30][cH:31][c:32]([OH:34])[cH:33]3)[cH:22][cH:23]1.[ClH:41]. Product: CCOC(=O)c1[nH]cc2c1NC1=C(C(=O)CNC1)C2c1ccc(Sc2nc3cc(O)ccc3[nH]2)o1, Cl. Reactants: CCOC(=O)c1[nH]cc2c1NC1=C(C(=O)CN(OC(C)(C)C)C1)C2c1ccc(Sc2nc3cc(O)ccc3[nH]2)o1, Cl, C1COCCO1. The product is [Si](OCC)(OCC)(OCC)OCC (Si(OC2H5)4). Reaction SMILES: C[Si:2]([O:9][CH2:10][CH3:11])([O:6][CH2:7][CH3:8])[O:3][CH2:4][CH3:5].C=C[Si](ON=C(CC)C)(ON=C(CC)C)ON=C(CC)C.C[Si](ON=C(C)C)(ON=C(C)C)ON=C(C)C.C[Si](OC(=C)C)(OC(=C)C)[O:52][C:53](=C)[CH3:54]>>[Si:2]([O:52][CH2:53][CH3:54])([O:9][CH2:10][CH3:11])([O:6][CH2:7][CH3:8])[O:3][CH2:4][CH3:5]. Starting materials: C[Si](OCC)(OCC)OCC (CH3Si(OC2H5)3), C[Si](ON=C(C)C)(ON=C(C)C)ON=C(C)C (CH3Si[ON═C(CH3)2]3), C=C[Si](ON=C(C)CC)(ON=C(C)CC)ON=C(C)CC (CH2═CHSi[ON═C(CH3)C2H5]3), methyltris (cyclohexylaminosiloxane), methyltris (N-methylacetamido-silane), (C2H5O)3Si(OCH3), CH3(CH2═CH)Si (OCH3)2, C[Si](OC(C)=C)(OC(C)=C)OC(C)=C (CH3Si[O—C(CH3)═CH2]3). Reported procedure: CH3Si (OCH3)3; CH3Si(OC2H5)3; (C2H5O)3Si(OCH3); CH2═CHSi (OCH3)3; CH3(CH2═CH)Si (OCH3)2; CH2═CHSi (OC2H5)3; CH2═CHSi[ON═C(CH3)C2H5]3; CH3Si[ON═C(CH3)2]3; CH3Si[O—C(CH3)═CH2]3; methyltris (N-methylacetamido-silane); methyltris (cyclohexylaminosiloxane). Starting materials: ClC1=C(C=CC=C1Cl)OC (2,3-dichloroanisole), C=1(C(=CC=CC1)C(=O)Cl)C (o-toluoyl chloride), [Al+3].[Cl-].[Cl-].[Cl-] (AlCl3). Solvent: ClCCCl (1,2-dichloroethane). Product: ClC1=C(C(=O)C2=C(C=CC=C2)C)C=CC(=C1Cl)OC (2,3-dichloro-4-methoxy-2'-methylbenzophenone). RXN SMILES: [Cl:1][C:2]1[C:7]([Cl:8])=[CH:6][CH:5]=[CH:4][C:3]=1[O:9][CH3:10].[C:11]1([CH3:20])[C:12]([C:17](Cl)=[O:18])=[CH:13][CH:14]=[CH:15][CH:16]=1.[Al+3].[Cl-].[Cl-].[Cl-]>ClCCCl>[Cl:8][C:7]1[C:2]([Cl:1])=[C:3]([O:9][CH3:10])[CH:4]=[CH:5][C:6]=1[C:17]([C:12]1[CH:13]=[CH:14][CH:15]=[CH:16][C:11]=1[CH3:20])=[O:18] |f:2.3.4.5|. Procedure details: The Friedel-Crafts procedure of Example 24a is repeated with 35.4 g of 2,3-dichloroanisole, 32.4 g of o-toluoyl chloride and 28 g of AlCl3 being combined in 125 ml of 1,2-dichloroethane to yield a product of 2,3-dichloro-4-methoxy-2'-methylbenzophenone.